describe an organic reaction: reactants, conditions, products, and yield From a dataset of the Open Reaction Database (ORD), a public repository of structured organic reaction records. The reactants are N1C[C@H](CC1)NC(OC(C)(C)C)=O ((S)-tert-butyl pyrrolidin-3-ylcarbamate), ClC=1C=2N(C=CN1)C=CN2 (8-chloroimidazo[1,2-a]pyrazine). The solvent is C(C)(C)NC(C)C (diisopropylamine), CN1CCCC1=O (NMP), C(C)(=O)OCC (ethyl acetate). Run at temperature 100 celsius. The product is N=1C=CN2C1C(=NC=C2)N2C[C@H](CC2)NC(OC(C)(C)C)=O ((S)-tert-butyl (1-(imidazo[1,2-a]pyrazin-8-yl)pyrrolidin-3-yl)carbamate). Yield: 94.9%. RXN SMILES: [NH:1]1[CH2:5][CH2:4][C@H:3]([NH:6][C:7](=[O:13])[O:8][C:9]([CH3:12])([CH3:11])[CH3:10])[CH2:2]1.Cl[C:15]1[C:16]2[N:17]([CH:21]=[CH:22][N:23]=2)[CH:18]=[CH:19][N:20]=1>C(NC(C)C)(C)C.CN1C(=O)CCC1.C(OCC)(=O)C>[N:23]1[CH:22]=[CH:21][N:17]2[CH:18]=[CH:19][N:20]=[C:15]([N:1]3[CH2:5][CH2:4][C@H:3]([NH:6][C:7](=[O:13])[O:8][C:9]([CH3:10])([CH3:12])[CH3:11])[CH2:2]3)[C:16]=12. Procedure: To a solution of (S)-tert-butyl pyrrolidin-3-ylcarbamate (80.2 g, 0.43 mol, 1.1 eq) in 75 mL of diisopropylamine and 34 mL of NMP was added portionwise 8-chloroimidazo[1,2-a]pyrazine (60 g, 0.39 mol, 1 eq). The reaction mixture was heated at 100° C. for 4 h and was then diluted with 1.2 L of ethyl acetate. The organic layer was washed with H2O and brine, dried with Na2SO4 and concentrated to give (S)-tert-butyl (1-(imidazo[1,2-a]pyrazin-8-yl)pyrrolidin-3-yl)carbamate (111.7 g, 0.37 mol, 94%). The reactants are Brc1csc(COCc2ccccc2)c1, CC(C)[N-]C(C)C, O=CN1CCCCC1, [Li+], C1CCOC1. The product is O=Cc1sc(COCc2ccccc2)cc1Br. As a reaction SMILES: [CH2:1]([c:2]1[cH:3][cH:4][cH:5][cH:6][cH:7]1)[O:8][CH2:9][c:10]1[s:11][cH:12][c:13]([Br:15])[cH:14]1.[CH3:17][CH:18]([N-:19][CH:20]([CH3:21])[CH3:22])[CH3:23].[CH:24](=[O:25])[N:26]1[CH2:27][CH2:28][CH2:29][CH2:30][CH2:31]1.[Li+:16].[O:32]1[CH2:33][CH2:34][CH2:35][CH2:36]1>>[CH2:1]([c:2]1[cH:3][cH:4][cH:5][cH:6][cH:7]1)[O:8][CH2:9][c:10]1[s:11][c:12]([CH:24]=[O:25])[c:13]([Br:15])[cH:14]1. Starting materials: CCCC(=S)Cl (3-methylthiopropionyl chloride), C1(=CC=CC=C1)CCN (2-phenylethylamine), product. Yields the product CSCCC.C1(=CC=CC=C1)CC[NH-] (3-Methylthiopropan N-2-phenylethylamide). As a reaction SMILES: C[CH2:2][CH2:3][C:4](Cl)=[S:5].[C:7]1([CH2:13][CH2:14][NH2:15])[CH:12]=[CH:11][CH:10]=[CH:9][CH:8]=1>>[CH3:7][S:5][CH2:4][CH2:3][CH3:2].[C:7]1([CH2:13][CH2:14][NH-:15])[CH:12]=[CH:11][CH:10]=[CH:9][CH:8]=1 |f:2.3|. Reported procedure: Prepared from 3-methylthiopropionyl chloride (2.76 g) and 2-phenylethylamine (5.04 g) by the method used in Example 10(a). The solid product (3.79 g) was pure by t.l.c. A sample crystallised from aqueous methanol as needles m.p. 56°-59°. The reactants are FC1=CC=C(C=C1)C1=C(N=C(S1)C)C(=O)O (5-(4-fluoro-phenyl)-2-methyl-thiazole-4-carboxylic acid), N1C[C@@H](CCC1)NC(=O)C1=C(N=C2SC=CN21)C ((R)-6-methyl-imidazo[2,1-b]-thiazole-5-carboxylic acid-piperidin-3-ylamide). The product is FC1=CC=C(C=C1)C1=C(N=C(S1)C)C(=O)N1C[C@@H](CCC1)NC(=O)C1=C(N=C2SC=CN21)C ((R)-6-Methyl-imidazo[2,1-b]thiazole-5-carboxylic acid{1-[5-(4-fluoro-phenyl)-2-methyl-thiazole-4-carbonyl]-piperidin-3-yl}-amide). As a reaction SMILES: [F:1][C:2]1[CH:7]=[CH:6][C:5]([C:8]2[S:12][C:11]([CH3:13])=[N:10][C:9]=2[C:14]([OH:16])=O)=[CH:4][CH:3]=1.[NH:17]1[CH2:22][CH2:21][CH2:20][C@@H:19]([NH:23][C:24]([C:26]2[N:33]3[C:29]([S:30][CH:31]=[CH:32]3)=[N:28][C:27]=2[CH3:34])=[O:25])[CH2:18]1>>[F:1][C:2]1[CH:3]=[CH:4][C:5]([C:8]2[S:12][C:11]([CH3:13])=[N:10][C:9]=2[C:14]([N:17]2[CH2:22][CH2:21][CH2:20][C@@H:19]([NH:23][C:24]([C:26]3[N:33]4[C:29]([S:30][CH:31]=[CH:32]4)=[N:28][C:27]=3[CH3:34])=[O:25])[CH2:18]2)=[O:16])=[CH:6][CH:7]=1. Procedure details: prepared by reaction of 5-(4-fluoro-phenyl)-2-methyl-thiazole-4-carboxylic acid with (R)-6-methyl-imidazo[2,1-b]-thiazole-5-carboxylic acid-piperidin-3-ylamide. Reactants: Cl (hydrochloric acid), N(=O)[O-].[Na+] (sodium nitrite), Cl.NC1=CC=C(OCC(C)=O)C=C1 (1-(4-aminophenoxy)propan-2-one hydrochloride), C(C=C)(=O)OCC (ethyl acrylate), cuprous oxide. Run in O (water), CC(=O)C (acetone). Conditions: time 20 minute. Product: ClC(C(=O)OCC)CC1=CC=C(C=C1)OCC(C)=O (Ethyl 2-chloro-3-[4-(2-oxopropoxy)phenyl]propionate). As a reaction SMILES: [ClH:1].Cl.N[C:4]1[CH:14]=[CH:13][C:7]([O:8][CH2:9][C:10](=[O:12])[CH3:11])=[CH:6][CH:5]=1.N([O-])=O.[Na+].[C:19]([O:23][CH2:24][CH3:25])(=[O:22])[CH:20]=[CH2:21]>O.CC(C)=O>[Cl:1][CH:20]([CH2:21][C:4]1[CH:14]=[CH:13][C:7]([O:8][CH2:9][C:10](=[O:12])[CH3:11])=[CH:6][CH:5]=1)[C:19]([O:23][CH2:24][CH3:25])=[O:22] |f:1.2,3.4|. Procedure details: 50 ml of 35% w/v aqueous hydrochloric acid were added to a mixture of 20 g of 1-(4-aminophenoxy)propan-2-one hydrochloride [prepared as described in step (a) above], and 400 ml of acetone, and then a solution of 12 g of sodium nitrite in 20 ml of water was added dropwise to the resulting mixture, whilst ice-cooling; the mixture was then stirred at the same temperature for 20 minutes. At the end of this time, 130 g of ethyl acrylate and then 3.2 g of cuprous oxide were added in portions to the mi... The reactants are C1(=CC=CC=C1)N=C=O (Phenyl isocyanate), FC(C=1C=C(C(=O)NCC(=O)NCC2CCNCC2)C=CC1)(F)F (4-[{N-(3-(trifluoromethyl)benzoyl)glycyl}aminomethyl]piperidine), C1CCNCC1 ((piperidinomethyl)polystyrene), FC(OC=1C=C(CBr)C=CC1)(F)F (3-(trifluoromethoxy)benzyl bromide). The solvent is CC#N (CH3CN), CC#N (CH3CN). Run at temperature 60 celsius, time 2.5 hour. Yields the product FC(OC=1C=C(CN2CCC(CC2)CNC(CNC(C2=CC(=CC=C2)C(F)(F)F)=O)=O)C=CC1)(F)F (1-{3-(trifluoromethoxy)benzyl}-4-[{N-(3-(trifluoromethyl)benzoyl)glycyl}aminomethyl]piperidine). Reaction SMILES: [F:1][C:2]([F:24])([F:23])[C:3]1[CH:4]=[C:5]([CH:20]=[CH:21][CH:22]=1)[C:6]([NH:8][CH2:9][C:10]([NH:12][CH2:13][CH:14]1[CH2:19][CH2:18][NH:17][CH2:16][CH2:15]1)=[O:11])=[O:7].C1CCNCC1.[F:31][C:32]([F:43])([F:42])[O:33][C:34]1[CH:35]=[C:36]([CH:39]=[CH:40][CH:41]=1)[CH2:37]Br.C1(N=C=O)C=CC=CC=1>CC#N>[F:31][C:32]([F:42])([F:43])[O:33][C:34]1[CH:35]=[C:36]([CH:39]=[CH:40][CH:41]=1)[CH2:37][N:17]1[CH2:18][CH2:19][CH:14]([CH2:13][NH:12][C:10](=[O:11])[CH2:9][NH:8][C:6](=[O:7])[C:5]2[CH:20]=[CH:21][CH:22]=[C:3]([C:2]([F:1])([F:23])[F:24])[CH:4]=2)[CH2:15][CH2:16]1. Reported procedure: A solution of 4-[{N-(3-(trifluoromethyl)benzoyl)glycyl}aminomethyl]piperidine (19.9 mg, 0.058 mmol) in CH3CN (1.0 mL) and (piperidinomethyl)polystyrene (55 mg, 2.7 mmol base/g resin) were added to a solution of 3-(trifluoromethoxy)benzyl bromide (12.3 mg, 0.048 mmol) in CH3CN (1.0 mL). The reaction mixture was stirred at 60° C. for 2.5 h. Phenyl isocyanate (6.9 mg, 0.048 mmol) was added to the cooled reaction mixture and the mixture was stirred at 25° C. for 1 h. The reaction mixture was loaded ...